From a dataset of the Open Reaction Database (ORD), a public repository of structured organic reaction records. describe an organic reaction: reactants, conditions, products, and yield The reactants are IC1=C(C(=O)O)C=C(C=C1)S(=O)(=O)C (2-Iodo-5-methanesulfonyl-benzoic acid), FC=1C=C(C#N)C=CC1N1CCNCC1 (3-Fluoro-4-piperazin-1-yl-benzonitrile). The product is FC=1C=C(C#N)C=CC1N1CCN(CC1)C(C1=C(C=CC(=C1)S(=O)(=O)C)I)=O (3-Fluoro-4-[4-(2-iodo-5-methanesulfonyl-benzoyl)-piperazin-1-yl]-benzonitrile). Reaction SMILES: [I:1][C:2]1[CH:10]=[CH:9][C:8]([S:11]([CH3:14])(=[O:13])=[O:12])=[CH:7][C:3]=1[C:4]([OH:6])=O.[F:15][C:16]1[CH:17]=[C:18]([CH:21]=[CH:22][C:23]=1[N:24]1[CH2:29][CH2:28][NH:27][CH2:26][CH2:25]1)[C:19]#[N:20]>>[F:15][C:16]1[CH:17]=[C:18]([CH:21]=[CH:22][C:23]=1[N:24]1[CH2:29][CH2:28][N:27]([C:4](=[O:6])[C:3]2[CH:7]=[C:8]([S:11]([CH3:14])(=[O:13])=[O:12])[CH:9]=[CH:10][C:2]=2[I:1])[CH2:26][CH2:25]1)[C:19]#[N:20]. Procedure details: Example CL was prepared in analogy to Example 123 from 2-Iodo-5-methanesulfonyl-benzoic acid (example BQ) and 3-Fluoro-4-piperazin-1-yl-benzonitrile (WO9625414). MS (m/e): 514.0 (M+H+, 100%).